describe an organic reaction: reactants, conditions, products, and yield From a dataset of the Open Reaction Database (ORD), a public repository of structured organic reaction records. Starting materials: BrC1=C(C=C(C=C1)F)C (2-Bromo-5-fluorotoluene), NC1=CC(=C(C=C1)C(=O)C1=C(C=CC(=C1)C(=O)N1CCOCC1)C)Cl ((4-Amino-2-chlorophenyl)-[2-methyl-5-(morpholine-4-carbonyl)phenyl]-methanone), C1=CC=C(C=C1)P(C2=CC=CC=C2)C3=C(C4=CC=CC=C4C=C3)C5=C(C=CC6=CC=CC=C65)P(C7=CC=CC=C7)C8=CC=CC=C8 (Rac-BINAP), C(=O)([O-])[O-].[Cs+].[Cs+] (Cs2CO3). The reagents and catalysts are C=1C=CC(=CC1)/C=C/C(=O)/C=C/C2=CC=CC=C2.C=1C=CC(=CC1)/C=C/C(=O)/C=C/C2=CC=CC=C2.C=1C=CC(=CC1)/C=C/C(=O)/C=C/C2=CC=CC=C2.[Pd].[Pd] (Pd2(dba)3). Solvent: O1CCOCC1 (1,4-dioxane). Reaction conditions: temperature 100 celsius, time 72 hour. Product: ClC1=C(C=CC(=C1)NC1=C(C=C(C=C1)F)C)C(=O)C1=C(C=CC(=C1)C(=O)N1CCOCC1)C ([2-Chloro-4-(4-fluoro-2-methylphenylamino)phenyl]-[2-methyl-5-(morpholine-4-carbonyl)phenyl]-methanone). Reaction SMILES: Br[C:2]1[CH:7]=[CH:6][C:5]([F:8])=[CH:4][C:3]=1[CH3:9].[NH2:10][C:11]1[CH:16]=[CH:15][C:14]([C:17]([C:19]2[CH:24]=[C:23]([C:25]([N:27]3[CH2:32][CH2:31][O:30][CH2:29][CH2:28]3)=[O:26])[CH:22]=[CH:21][C:20]=2[CH3:33])=[O:18])=[C:13]([Cl:34])[CH:12]=1.C1C=CC(P(C2C=CC3C(=CC=CC=3)C=2C2C3C(=CC=CC=3)C=CC=2P(C2C=CC=CC=2)C2C=CC=CC=2)C2C=CC=CC=2)=CC=1.C([O-])([O-])=O.[Cs+].[Cs+]>O1CCOCC1.C1C=CC(/C=C/C(/C=C/C2C=CC=CC=2)=O)=CC=1.C1C=CC(/C=C/C(/C=C/C2C=CC=CC=2)=O)=CC=1.C1C=CC(/C=C/C(/C=C/C2C=CC=CC=2)=O)=CC=1.[Pd].[Pd]>[Cl:34][C:13]1[CH:12]=[C:11]([NH:10][C:2]2[CH:7]=[CH:6][C:5]([F:8])=[CH:4][C:3]=2[CH3:9])[CH:16]=[CH:15][C:14]=1[C:17]([C:19]1[CH:24]=[C:23]([C:25]([N:27]2[CH2:32][CH2:31][O:30][CH2:29][CH2:28]2)=[O:26])[CH:22]=[CH:21][C:20]=1[CH3:33])=[O:18] |f:3.4.5,7.8.9.10.11|. Procedure: 2-Bromo-5-fluorotoluene (47 μL, 0.37 mmol) was dissolved in 3 mL dry 1,4-dioxane in a vial under an argon atmosphere. Compound 404 (110 mg, 0.31 mmol) was added and dissolved in the solvent. Rac-BINAP (7.3 mg, 0.012 mmol), Pd2(dba)3 (7.0 mg, 0.008 mmol) and Cs2CO3 (141 mg, 0.43 mmol) were added, and the reaction mixture was stirred under an argon atmosphere at 100° C. for 72 h. The reaction mixture was filtered and then purified by continuous gradient flash chromatography using EtOAc/petroleum e... Procedure details: Using the procedure of Bigi et al, Tetrahedron, 39, 169 (1983), the benzofuran system is constructed. N-butyl lithium (3.95 ml of a 2.2M solution) is added to a solution of 3-benzyloxy-4-methoxyphenol (203, prepared as described in Example 32)(2.0 g, 0.0087 mols) in dry toluene. Upon addition of the n-butyl lithium, a precipitate falls out of solution. After all the n-butyl lithium is added, the reaction is starred for 15-20 minutes at room temperature. Subsequently, the reaction is heated to re... The product is C(=C)C1OC2=C(C1)C=CC(=C2OCC2=CC=CC=C2)OC (2-vinyl-7-benzyloxy-6-methoxydihydrobenzofuran). Run in C(C)(=O)OCC (ethyl acetate), C1(=CC=CC=C1)C (toluene). RXN SMILES: O1[C:5]2[CH:6]=[CH:7][CH:8]=[CH:9][C:4]=2C=C1.OCCS(C1C=C([C@H]2S[C@H](C3C=C(OC)C(OC)=C(OC)C=3)CS2)C=C(OC)C=1OCCC)(=O)=O.[CH2:45]([Li])[CH2:46][CH2:47][CH3:48].OC1C([N+]([O-])=O)=CC([C@H]2S[C@H]([C:65]3[CH:70]=[C:69]([O:71]C)[C:68]([O:73][CH3:74])=[C:67]([O:75][CH3:76])[CH:66]=3)CS2)=CC=1OC.COC1C=C([C@H]2S[C@H](C3C=C(OC)C(OC)=C(OC)C=3)CS2)C=C([N+]([O-])=O)C=1OC>C1(C)C=CC=CC=1.C(OCC)(=O)C>[CH:47]([CH:46]1[CH2:45][C:70]2[CH:65]=[CH:66][C:67]([O:75][CH3:76])=[C:68]([O:73][CH2:74][C:4]3[CH:9]=[CH:8][CH:7]=[CH:6][CH:5]=3)[C:69]=2[O:71]1)=[CH2:48]. Conditions: time 17.5 minute. Starting materials: O1C=CC2=C1C=CC=C2 (benzofuran), C(CCC)[Li] (n-butyl lithium), COC=1C=C(C=C(C1OC)[N+](=O)[O-])[C@@H]1SC[C@H](S1)C1=CC(=C(C(=C1)OC)OC)OC (Trans-2-(3,4-dimethoxy-5-nitrophenyl)-4-(3,4,5-trimethoxyphenyl)-1,3-dithiolane), product, OC1=C(C=C(C=C1[N+](=O)[O-])[C@@H]1SC[C@H](S1)C1=CC(=C(C(=C1)OC)OC)OC)OC (trans-2-(4-hydroxy-3-methoxy-5-nitrophenyl)-4-(3,4,5-trimethoxyphenyl)-1,3-dithiolane), N-butyl lithium, solution, OCCS(=O)(=O)C=1C=C(C=C(C1OCCC)OC)[C@@H]1SC[C@H](S1)C1=CC(=C(C(=C1)OC)OC)OC (trans-2-(3-(2-hydroxyethylsufonyl)-5-methoxy-4-propoxyphenyl)-4-(3,4,5- trimethoxyphenyl)-1,3-dithiolane), C(CCC)[Li] (n-butyl lithium).